Task: describe an organic reaction: reactants, conditions, products, and yield. Dataset: the Open Reaction Database (ORD), a public repository of structured organic reaction records Reactants: C(C)(=O)OC=1C=C(N)C=C(C1OCC)OCC (3-Acetyloxy-4,5-diethoxyaniline), C(C)N(C1=CC=CC=C1)CC (N,N-diethylaniline), ClC(=O)OC(C)C (isopropyl chloroformate), resultant mixture, resultant solution, ice water. The solvent is C1(=CC=CC=C1)C (toluene). Run at time 12 hour. The product is C(C)(=O)OC=1C=C(C=C(C1OCC)OCC)NC(OC(C)C)=O (isopropyl N-(3-acetyloxy-4,5-diethoxyphenyl)carbamate). The yield is 89.0%. RXN SMILES: [C:1]([O:4][C:5]1[CH:6]=[C:7]([CH:9]=[C:10]([O:15][CH2:16][CH3:17])[C:11]=1[O:12][CH2:13][CH3:14])[NH2:8])(=[O:3])[CH3:2].C(N(CC)C1C=CC=CC=1)C.Cl[C:30]([O:32][CH:33]([CH3:35])[CH3:34])=[O:31]>C1(C)C=CC=CC=1>[C:1]([O:4][C:5]1[CH:6]=[C:7]([NH:8][C:30](=[O:31])[O:32][CH:33]([CH3:35])[CH3:34])[CH:9]=[C:10]([O:15][CH2:16][CH3:17])[C:11]=1[O:12][CH2:13][CH3:14])(=[O:3])[CH3:2]. Procedure details: 3-Acetyloxy-4,5-diethoxyaniline (1.0 g) and N,N-diethylaniline (0.70 g) were dissolved in toluene (15 ml). To the resultant solution was dropwise added isopropyl chloroformate (0.70 g) in 5 minutes under ice-cooling. The resultant mixture was allowed to stand at room temperature for 12 hours, poured into ice-water and extracted with ethyl acetate. The extract was washed with water, dried over magnesium sulfate and concentrated under reduced pressure. The reside was purified by silica gel chromat... Reactants: C(=O)(OC(C)(C)C)N(CC)C1=NC(=CC=C1)CC(=O)OCC (ethyl 2-(N-Boc-N-ethylamino)-6-pyridylacetate), Cl.O1CCOCC1 (HCl dioxane). Product: C(C)NC1=NC(=CC=C1)CC(=O)OCC (Ethyl 2-(ethylamino)-6-pyridylacetate). Reaction SMILES: C([N:8]([C:11]1[CH:16]=[CH:15][CH:14]=[C:13]([CH2:17][C:18]([O:20][CH2:21][CH3:22])=[O:19])[N:12]=1)[CH2:9][CH3:10])(OC(C)(C)C)=O.Cl.O1CCOCC1>>[CH2:9]([NH:8][C:11]1[CH:16]=[CH:15][CH:14]=[C:13]([CH2:17][C:18]([O:20][CH2:21][CH3:22])=[O:19])[N:12]=1)[CH3:10] |f:1.2|. Procedure: A solution of ethyl 2-(N-Boc-N-ethylamino)-6-pyridylacetate (1.5 g, 4.87 mmol) and 4M HCl/dioxane (5 mL, 20 mol) was stirred at RT overnight, then was concentrated. Reconcentration from toluene gave the title compound as white solid: MS (ES) m/e 209 (M+H)+. The reactants are N(=O)[O-].[Na+] (NaNO2), [NH4+].[OH-] (NH4OH), FC=1C(=NC=CC1)C=1N(C=CN1)CC1=C(C=2N(C=N1)N=C(N2)N)CCC (7-{[2-(3-fluoropyridin-2-yl)-1H-imidazol-1-yl]methyl}-8-propyl[1,2,4]triazolo[1,5-c]pyrimidin-2-amine), Br (HBr), CuBr. Solvent: O (water). Conditions: temperature 0 celsius, time 30 minute. Yields the product BrC1=NN2C=NC(=C(C2=N1)CCC)CN1C(=NC=C1)C1=NC=CC=C1F (2-bromo-7-[2-(3-fluoro-pyridin-2-yl)-imidazol-1-ylmethyl]-8-propyl-[1,2,4]triazolo[1,5-c]pyrimidine). As a reaction SMILES: [F:1][C:2]1[C:3]([C:8]2[N:9]([CH2:13][C:14]3[N:19]=[CH:18][N:17]4[N:20]=[C:21](N)[N:22]=[C:16]4[C:15]=3[CH2:24][CH2:25][CH3:26])[CH:10]=[CH:11][N:12]=2)=[N:4][CH:5]=[CH:6][CH:7]=1.N([O-])=O.[Na+].[NH4+].[OH-].[BrH:33]>O>[Br:33][C:21]1[N:22]=[C:16]2[N:17]([CH:18]=[N:19][C:14]([CH2:13][N:9]3[CH:10]=[CH:11][N:12]=[C:8]3[C:3]3[C:2]([F:1])=[CH:7][CH:6]=[CH:5][N:4]=3)=[C:15]2[CH2:24][CH2:25][CH3:26])[N:20]=1 |f:1.2,3.4|. Procedure details: To a solution of 174 (788 mg, 2.24 mmol) in aqueous HBr (48%, 8 ml) cooled to 0° C. is added dropwise a solution of NaNO2 (232 mg, 3.36 mmol) in water (2 ml). The mixture is stirred at 0° C. for 30 minutes and CuBr (482 mg, 3.36 mmol) is added in 3 portions. The mixture is stirred at 0° C. for 30 minutes then allowed to warm to room temperature in 2 hours. Concentrated NH4OH is added dropwise to the solution until the pH≧7. The mixture is then extracted with EtOAc (3×15 ml) and the combined extr... Reactants: C1=CC=C(C=C1)S(=NO)(=O)O (benzene sulfohydroxamic acid), CC1C(CCC1)=O (2-methylcyclopentanone), [OH-].[Na+] (NaOH). Solvent: C(C)O (ethanol). Run at temperature 0 celsius, time 8 hour. Product: NC(CCCC(=O)O)C (5-Aminohexanoic Acid), oil. The yield is 7.0%. Reaction SMILES: [CH3:1][CH:2]1[CH2:6][CH2:5][CH2:4][C:3]1=[O:7].[OH-:8].[Na+].C1C=CC(S(O)(=O)=[N:17]O)=CC=1>C(O)C>[NH2:17][CH:2]([CH3:1])[CH2:6][CH2:5][CH2:4][C:3]([OH:7])=[O:8] |f:1.2|. Reported procedure: 5-Aminohexanoic Acid was prepared by combining 0.5 g 2-methylcyclopentanone and 9.5 ml 2 N NaOH in sufficient ethanol to give a homogeneous solution. The mixture was cooled to 0° C., 0.9 g of benzene sulfohydroxamic acid (C6H5SO2NHOH) was added, and the mixture stored overnight in the refrigerator. Thereafter the mixture was concentrated in vacuo and extracted with ether. The post-extraction residue is brought to between pH 5-6 with 2 N HCl extracted with chloroform to give an oil bp. 70°-80° C.... Reactants: FC(C=1C=C(C=CC1)N=C=O)(F)F (3-(trifluoromethyl)phenyl isocyanate), NC1=C2C(=NC=N1)N(N=C2C2=CC=C(C=C2)N)[C@H]2CN(CC2)C(=O)OC(C)(C)C ((R)-tert-butyl 3-(4-amino-3-(4-aminophenyl)-1H-pyrazolo[3,4-d]pyrimidin-1-yl)pyrrolidine-1-carboxylate), C(=O)O (formic acid), Cl (HCl). Run in C(Cl)Cl (CH2Cl2), C(Cl)Cl (CH2Cl2). Conditions: time 6 hour. Yields the product NC1=C2C(=NC=N1)N(N=C2C2=CC=C(C=C2)NC(=O)NC2=CC(=CC=C2)C(F)(F)F)[C@H]2CN(CC2)C(=O)NC2=CC(=CC=C2)C(F)(F)F ((R)-3-(4-amino-3-(4-(3-(3-(trifluoromethyl)phenyl)ureido)phenyl)-1H-pyrazolo[3,4-d]pyrimidin-1-yl)-N-(3-(trifluoromethyl)phenyl)pyrrolidine-1-carboxamide). As a reaction SMILES: [NH2:1][C:2]1[N:7]=[CH:6][N:5]=[C:4]2[N:8]([C@@H:18]3[CH2:22][CH2:21][N:20]([C:23](OC(C)(C)C)=[O:24])[CH2:19]3)[N:9]=[C:10]([C:11]3[CH:16]=[CH:15][C:14]([NH2:17])=[CH:13][CH:12]=3)[C:3]=12.[F:30][C:31]([F:42])([F:41])[C:32]1[CH:33]=[C:34]([N:38]=[C:39]=[O:40])[CH:35]=[CH:36][CH:37]=1.C(O)=O.Cl>C(Cl)Cl>[NH2:1][C:2]1[N:7]=[CH:6][N:5]=[C:4]2[N:8]([C@@H:18]3[CH2:22][CH2:21][N:20]([C:23]([NH:38][C:34]4[CH:35]=[CH:36][CH:37]=[C:32]([C:31]([F:30])([F:41])[F:42])[CH:33]=4)=[O:24])[CH2:19]3)[N:9]=[C:10]([C:11]3[CH:16]=[CH:15][C:14]([NH:17][C:39]([NH:38][C:34]4[CH:35]=[CH:36][CH:37]=[C:32]([C:31]([F:41])([F:42])[F:30])[CH:33]=4)=[O:40])=[CH:13][CH:12]=3)[C:3]=12. Procedure: A solution of (R)-tert-butyl 3-(4-amino-3-(4-aminophenyl)-1H-pyrazolo[3,4-d]pyrimidin-1-yl)pyrrolidine-1-carboxylate (0.090 g, 0.23 mmol) in CH2Cl2 (10 mL) was cooled in an ice-water bath. To this, 3-(trifluoromethyl)phenyl isocyanate (0.032 mL, 0.23 mmol) diluted in CH2Cl2 (5 mL) was added dropwise. The reaction was allowed to warm to room temperature and left stirring for 6 hours. After, formic acid (5 mL) and concentrated HCl (0.5 mL) were added dropwise directly to the reaction mixture. Thre... Reactants: O=C([O-])[O-], C1CCOC1, CSc1ccc(B(O)O)cc1, [Cl-], [NH4+], [Na+], [Na+], O=C1OC2(CCC2)C(OS(=O)(=O)C(F)(F)F)=C1c1ccccc1, c1ccc(P(c2ccccc2)(c2ccccc2)[Pd](P(c2ccccc2)(c2ccccc2)c2ccccc2)(P(c2ccccc2)(c2ccccc2)c2ccccc2)P(c2ccccc2)(c2ccccc2)c2ccccc2)cc1. The product is CSc1ccc(C2=C(c3ccccc3)C(=O)OC23CCC3)cc1. RXN SMILES: [C:35](=[O:36])([O-:37])[O-:38].[CH2:43]1[O:44][CH2:45][CH2:46][CH2:47]1.[CH3:24][S:25][c:26]1[cH:27][cH:28][c:29]([B:32]([OH:33])[OH:34])[cH:30][cH:31]1.[Cl-:41].[NH4+:42].[Na+:39].[Na+:40].[O:1]=[C:2]1[O:3][C:4]2([CH2:5][CH2:6][CH2:7]2)[C:8]([O:16][S:17]([C:18]([F:19])([F:20])[F:21])(=[O:22])=[O:23])=[C:9]1[c:10]1[cH:11][cH:12][cH:13][cH:14][cH:15]1.[cH:48]1[cH:49][cH:50][c:51]([P:52]([Pd:53]([P:54]([c:55]2[cH:56][cH:57][cH:58][cH:59][cH:60]2)([c:61]2[cH:62][cH:63][cH:64][cH:65][cH:66]2)[c:67]2[cH:68][cH:69][cH:70][cH:71][cH:72]2)([P:73]([c:74]2[cH:75][cH:76][cH:77][cH:78][cH:79]2)([c:80]2[cH:81][cH:82][cH:83][cH:84][cH:85]2)[c:86]2[cH:87][cH:88][cH:89][cH:90][cH:91]2)[P:92]([c:93]2[cH:94][cH:95][cH:96][cH:97][cH:98]2)([c:99]2[cH:100][cH:101][cH:102][cH:103][cH:104]2)[c:105]2[cH:106][cH:107][cH:108][cH:109][cH:110]2)([c:111]2[cH:112][cH:113][cH:114][cH:115][cH:116]2)[c:117]2[cH:118][cH:119][cH:120][cH:121][cH:122]2)[cH:123][cH:124]1>>[O:1]=[C:2]1[O:3][C:4]2([CH2:5][CH2:6][CH2:7]2)[C:8]([c:29]2[cH:28][cH:27][c:26]([S:25][CH3:24])[cH:31][cH:30]2)=[C:9]1[c:10]1[cH:11][cH:12][cH:13][cH:14][cH:15]1. The reactants are NC1=CC=CC=C1 (aniline), CC(CC(CC)=O)CC (5-methylheptan-3-one). Procedure details: N-(1-Ethyl-3-methylpentyl)aniline was prepared from aniline and 5-methylheptan-3-one using the same method as in Example 2i). As a reaction SMILES: [NH2:1][C:2]1[CH:7]=[CH:6][CH:5]=[CH:4][CH:3]=1.[CH3:8][CH:9]([CH2:15][CH3:16])[CH2:10][C:11](=O)[CH2:12][CH3:13]>>[CH2:12]([CH:11]([NH:1][C:2]1[CH:7]=[CH:6][CH:5]=[CH:4][CH:3]=1)[CH2:10][CH:9]([CH3:8])[CH2:15][CH3:16])[CH3:13]. Product: C(C)C(CC(CC)C)NC1=CC=CC=C1 (N-(1-Ethyl-3-methylpentyl)aniline). The reactants are C1(=CC=CC=C1)CCCC1CCNCC1 (4-(3-phenylpropyl)piperidine), ClCCCC1=NOC2=C1C=CC(=C2)F (3-(3-chloropropyl)-6-fluoro-1,2-benzisoxazole), C([O-])([O-])=O.[K+].[K+] (potassium carbonate). Reagents/catalysts: [I-].[K+] (potassium iodide). The solvent is CN(C=O)C (dimethylformamide). Reaction conditions: temperature 90 celsius, time 3 hour. The product is Cl.FC1=CC2=C(C(=NO2)CCCN2CCC(CC2)CCCC2=CC=CC=C2)C=C1 (1-[3-(6-Fluoro-1,2-benzisoxazol-3-yl)propyl]-4-(3-phenylpropyl)piperidine hydrochloride). Isolated yield 75.3%. As a reaction SMILES: [C:1]1([CH2:7][CH2:8][CH2:9][CH:10]2[CH2:15][CH2:14][NH:13][CH2:12][CH2:11]2)[CH:6]=[CH:5][CH:4]=[CH:3][CH:2]=1.[Cl:16][CH2:17][CH2:18][CH2:19][C:20]1[C:24]2[CH:25]=[CH:26][C:27]([F:29])=[CH:28][C:23]=2[O:22][N:21]=1.C(=O)([O-])[O-].[K+].[K+]>[I-].[K+].CN(C)C=O>[ClH:16].[F:29][C:27]1[CH:26]=[CH:25][C:24]2[C:20]([CH2:19][CH2:18][CH2:17][N:13]3[CH2:12][CH2:11][CH:10]([CH2:9][CH2:8][CH2:7][C:1]4[CH:6]=[CH:5][CH:4]=[CH:3][CH:2]=4)[CH2:15][CH2:14]3)=[N:21][O:22][C:23]=2[CH:28]=1 |f:2.3.4,5.6,8.9|. Procedure: To 40 ml of dimethylformamide was added 4.06 g of 4-(3-phenylpropyl)piperidine, 3.4 g of 3-(3-chloropropyl)-6-fluoro-1,2-benzisoxazole, 10 g of milled potassium carbonate, and 0.01 g of potassium iodide. After stirring at 90° C. for three hrs, the mixture was cooled, filtered and the filtrate was evaporated to an oil. The oil was stirred with 100 ml of water for ten mins and then extracted with ether. The ether extract was washed with water (2x), saturated sodium chloride solution and dried over...